From a dataset of the Open Reaction Database (ORD), a public repository of structured organic reaction records. describe an organic reaction: reactants, conditions, products, and yield The reactants are C1CCOC1, CCO, CCOC(=O)C1CCOc2cc(Oc3ccc(C(=O)NCCc4ccc(Cl)cc4Cl)cc3)c(Cl)cc21, Cl, [Na+], [OH-], O. The product is O=C(NCCc1ccc(Cl)cc1Cl)c1ccc(Oc2cc3c(cc2Cl)C(C(=O)O)CCO3)cc1. Reaction SMILES: [CH2:43]1[O:44][CH2:45][CH2:46][CH2:47]1.[CH3:37][CH2:38][OH:39].[Cl:1][c:2]1[cH:3][c:4]2[c:9]([cH:10][c:11]1[O:12][c:13]1[cH:14][cH:15][c:16]([C:19]([NH:20][CH2:21][CH2:22][c:23]3[c:24]([Cl:30])[cH:25][c:26]([Cl:29])[cH:27][cH:28]3)=[O:31])[cH:17][cH:18]1)[O:8][CH2:7][CH2:6][CH:5]2[C:32](=[O:33])[O:34][CH2:35][CH3:36].[ClH:42].[Na+:41].[OH-:40].[OH2:48]>>[Cl:1][c:2]1[cH:3][c:4]2[c:9]([cH:10][c:11]1[O:12][c:13]1[cH:14][cH:15][c:16]([C:19]([NH:20][CH2:21][CH2:22][c:23]3[c:24]([Cl:30])[cH:25][c:26]([Cl:29])[cH:27][cH:28]3)=[O:31])[cH:17][cH:18]1)[O:8][CH2:7][CH2:6][CH:5]2[C:32](=[O:33])[OH:34].